Dataset: the Open Reaction Database (ORD), a public repository of structured organic reaction records. Task: describe an organic reaction: reactants, conditions, products, and yield Reactants: BrCc1ccc(I)cc1, O=C([O-])[O-], CC(C)=O, [Cs+], [Cs+], O, CCCc1c(O)ccc(C(C)=O)c1O. Product: CCCc1c(OCc2ccc(I)cc2)ccc(C(C)=O)c1O. As a reaction SMILES: [Br:1][CH2:2][c:3]1[cH:4][cH:5][c:6]([I:9])[cH:7][cH:8]1.[C:24](=[O:25])([O-:26])[O-:27].[CH3:31][C:32](=[O:33])[CH3:34].[Cs+:28].[Cs+:29].[OH2:30].[OH:10][c:11]1[c:12]([C:21]([CH3:22])=[O:23])[cH:13][cH:14][c:15]([OH:20])[c:16]1[CH2:17][CH2:18][CH3:19]>>[CH2:2]([c:3]1[cH:4][cH:5][c:6]([I:9])[cH:7][cH:8]1)[O:20][c:15]1[cH:14][cH:13][c:12]([C:21]([CH3:22])=[O:23])[c:11]([OH:10])[c:16]1[CH2:17][CH2:18][CH3:19]. Reactants: alginate, C (charcoal), C (charcoal), [N+](=O)([O-])[O-].[Ca+2].[N+](=O)([O-])[O-] (calcium nitrate), algin, sodium alginate, C (charcoal), alginate. Reported procedure: Starting with 100 mL of Stage IV singulation medium lacking ABA, 1.5 g of the algin composition PROTONAL LF20/60® sodium alginate product was added and stirred several hours without heating until dissolved. PROTONAL LF20/60® is a registered trademark of and the product is available from Proton, Inc., North Hampton, N. H. To this was added 1.0 g of activated charcoal to give a 1.0% (or 10 g/L w/v) suspension. This was autoclaved to ensure sterility. A 0.1M solution (23.6 g/L) of calcium nitrate t... Yields the product solution, O.O.O.O.[N+](=O)([O-])[O-].[Ca+2].[N+](=O)([O-])[O-] (calcium nitrate tetrahydrate). Reaction SMILES: C.[N+:2]([O-:5])([O-:4])=[O:3].[Ca+2:6].[N+:7]([O-:10])([O-:9])=[O:8]>>[OH2:3].[OH2:8].[OH2:3].[OH2:3].[N+:2]([O-:5])([O-:4])=[O:3].[Ca+2:6].[N+:7]([O-:10])([O-:9])=[O:8] |f:1.2.3,4.5.6.7.8.9.10|.